This data is from the Open Reaction Database (ORD), a public repository of structured organic reaction records. The task is: describe an organic reaction: reactants, conditions, products, and yield The reactants are C(C(C)C)(=O)C=1N=C(N(C1C#N)CC1=CC=C(C=C1)C1=C(C=CC=C1)C1=NN=NN1C(C1=CC=CC=C1)(C1=CC=CC=C1)C1=CC=CC=C1)CCC (4-isobutyryl-2-propyl-1-{4-[2-(trityltetrazol-5-yl)phenyl]phenyl}methylimidazole-5-carbonitrile), [BH4-].[Na+] (sodium borohydride). The product is OC(C(C)C)C=1N=C(N(C1C#N)CC1=CC=C(C=C1)C1=C(C=CC=C1)C1=NN=NN1C(C1=CC=CC=C1)(C1=CC=CC=C1)C1=CC=CC=C1)CCC (4-(1-Hydroxy-2-methylpropyl)-2-propyl-1-{4-[2-(trityltetrazol-5-yl)phenyl]phenyl}methylimidazole-5-carbonitrile). The yield is 93.5%. As a reaction SMILES: [C:1]([C:6]1[N:7]=[C:8]([CH2:50][CH2:51][CH3:52])[N:9]([CH2:13][C:14]2[CH:19]=[CH:18][C:17]([C:20]3[CH:25]=[CH:24][CH:23]=[CH:22][C:21]=3[C:26]3[N:30]([C:31]([C:44]4[CH:49]=[CH:48][CH:47]=[CH:46][CH:45]=4)([C:38]4[CH:43]=[CH:42][CH:41]=[CH:40][CH:39]=4)[C:32]4[CH:37]=[CH:36][CH:35]=[CH:34][CH:33]=4)[N:29]=[N:28][N:27]=3)=[CH:16][CH:15]=2)[C:10]=1[C:11]#[N:12])(=[O:5])[CH:2]([CH3:4])[CH3:3].[BH4-].[Na+]>>[OH:5][CH:1]([C:6]1[N:7]=[C:8]([CH2:50][CH2:51][CH3:52])[N:9]([CH2:13][C:14]2[CH:15]=[CH:16][C:17]([C:20]3[CH:25]=[CH:24][CH:23]=[CH:22][C:21]=3[C:26]3[N:30]([C:31]([C:32]4[CH:33]=[CH:34][CH:35]=[CH:36][CH:37]=4)([C:44]4[CH:45]=[CH:46][CH:47]=[CH:48][CH:49]=4)[C:38]4[CH:39]=[CH:40][CH:41]=[CH:42][CH:43]=4)[N:29]=[N:28][N:27]=3)=[CH:18][CH:19]=2)[C:10]=1[C:11]#[N:12])[CH:2]([CH3:4])[CH3:3] |f:1.2|. Reported procedure: Following a procedure similar to that described in Example 74(b), but using 1.60 g of 4-isobutyryl-2-propyl-1-{4-[2-(trityltetrazol-5-yl)phenyl]phenyl}methylimidazole-5-carbonitrile [prepared as described in step (a) above] and 0.13 g of sodium borohydride, 1.50 g of the title compound was obtained as crystals, melting at 154°-155° C. The reactants are O=C(NC(Cc1ccc(OCc2ccccc2)nc1)C(=O)N1CCC(N2CCCCC2)CC1)N1CCC(N2Cc3ccccc3NC2=O)CC1, CO. Product: O=C(NC(Cc1ccc(=O)[nH]c1)C(=O)N1CCC(N2CCCCC2)CC1)N1CCC(N2Cc3ccccc3NC2=O)CC1. As a reaction SMILES: [CH2:1]([c:2]1[cH:3][cH:4][cH:5][cH:6][cH:7]1)[O:8][c:9]1[cH:10][cH:11][c:12]([CH2:15][CH:16]([C:17](=[O:18])[N:19]2[CH2:20][CH2:21][CH:22]([N:25]3[CH2:26][CH2:27][CH2:28][CH2:29][CH2:30]3)[CH2:23][CH2:24]2)[NH:31][C:32](=[O:33])[N:34]2[CH2:35][CH2:36][CH:37]([N:40]3[C:41](=[O:50])[NH:42][c:43]4[cH:44][cH:45][cH:46][cH:47][c:48]4[CH2:49]3)[CH2:38][CH2:39]2)[cH:13][n:14]1.[CH3:51][OH:52]>>[O:8]=[c:9]1[cH:10][cH:11][c:12]([CH2:15][CH:16]([C:17](=[O:18])[N:19]2[CH2:20][CH2:21][CH:22]([N:25]3[CH2:26][CH2:27][CH2:28][CH2:29][CH2:30]3)[CH2:23][CH2:24]2)[NH:31][C:32](=[O:33])[N:34]2[CH2:35][CH2:36][CH:37]([N:40]3[C:41](=[O:50])[NH:42][c:43]4[cH:44][cH:45][cH:46][cH:47][c:48]4[CH2:49]3)[CH2:38][CH2:39]2)[cH:13][nH:14]1. Starting materials: Fc1cc(-c2nc3ccccc3o2)ccc1CBr, CS(C)=O, N#C[Na], O. Yields the product N#CCc1ccc(-c2nc3ccccc3o2)cc1F. RXN SMILES: [Br:8][CH2:9][c:10]1[c:11]([F:25])[cH:12][c:13](-[c:16]2[o:17][c:18]3[c:19]([n:20]2)[cH:21][cH:22][cH:23][cH:24]3)[cH:14][cH:15]1.[CH3:4][S:5](=[O:6])[CH3:7].[Na:1][C:2]#[N:3].[OH2:26]>>[C:2](#[N:3])[CH2:9][c:10]1[c:11]([F:25])[cH:12][c:13](-[c:16]2[o:17][c:18]3[c:19]([n:20]2)[cH:21][cH:22][cH:23][cH:24]3)[cH:14][cH:15]1. Reactants: C=CCOC1OC(COS(=O)(=O)c2ccc(C)cc2)C(OCc2ccccc2)C(OCc2ccccc2)C1OCc1ccccc1, B1C2CCCC1CCC2, [Na+], C1CCOC1, [OH-], O, OO. The product is Cc1ccc(S(=O)(=O)OCC2OC(OCCCO)C(OCc3ccccc3)C(OCc3ccccc3)C2OCc2ccccc2)cc1. As a reaction SMILES: [CH2:1]([CH:2]=[CH2:3])[O:4][CH:5]1[CH:6]([O:7][CH2:8][c:9]2[cH:10][cH:11][cH:12][cH:13][cH:14]2)[CH:15]([O:16][CH2:17][c:18]2[cH:19][cH:20][cH:21][cH:22][cH:23]2)[CH:24]([O:25][CH2:26][c:27]2[cH:28][cH:29][cH:30][cH:31][cH:32]2)[CH:33]([CH2:35][O:36][S:37](=[O:38])(=[O:39])[c:40]2[cH:41][cH:42][c:43]([CH3:44])[cH:45][cH:46]2)[O:34]1.[CH:47]12[BH:48][CH:49]([CH2:50][CH2:51][CH2:52]1)[CH2:53][CH2:54][CH2:55]2.[Na+:57].[O:60]1[CH2:61][CH2:62][CH2:63][CH2:64]1.[OH-:56].[OH2:65].[OH:58][OH:59]>>[CH2:1]([CH2:2][CH2:3][OH:56])[O:4][CH:5]1[CH:6]([O:7][CH2:8][c:9]2[cH:10][cH:11][cH:12][cH:13][cH:14]2)[CH:15]([O:16][CH2:17][c:18]2[cH:19][cH:20][cH:21][cH:22][cH:23]2)[CH:24]([O:25][CH2:26][c:27]2[cH:28][cH:29][cH:30][cH:31][cH:32]2)[CH:33]([CH2:35][O:36][S:37](=[O:38])(=[O:39])[c:40]2[cH:41][cH:42][c:43]([CH3:44])[cH:45][cH:46]2)[O:34]1.